This data is from the Open Reaction Database (ORD), a public repository of structured organic reaction records. The task is: describe an organic reaction: reactants, conditions, products, and yield The solvent is CN(C)C=O (DMF). Procedure details: Is prepared from [2-(2-chloro-ethoxy)-5-oxo-tetrahydro-furan-3-yl]-carbamic acid allyl ester by reaction with morpholine (2 eq) and KI (1 eq) in DMF. The product is C(C=C)OC(NC1C(OC(C1)=O)OCCN1CCOCC1)=O ([2-(2-Morpholin-4-yl-ethoxy)-5-oxo-tetrahydro-furan-3-yl]-carbamic acid allyl ester). Reactants: C(C=C)OC(NC1C(OC(C1)=O)OCCCl)=O ([2-(2-chloro-ethoxy)-5-oxo-tetrahydro-furan-3-yl]-carbamic acid allyl ester), N1CCOCC1 (morpholine). As a reaction SMILES: [CH2:1]([O:4][C:5](=[O:17])[NH:6][CH:7]1[CH2:11][C:10](=[O:12])[O:9][CH:8]1[O:13][CH2:14][CH2:15]Cl)[CH:2]=[CH2:3].[NH:18]1[CH2:23][CH2:22][O:21][CH2:20][CH2:19]1>CN(C=O)C>[CH2:1]([O:4][C:5](=[O:17])[NH:6][CH:7]1[CH2:11][C:10](=[O:12])[O:9][CH:8]1[O:13][CH2:14][CH2:15][N:18]1[CH2:23][CH2:22][O:21][CH2:20][CH2:19]1)[CH:2]=[CH2:3]. Reactants: C, CO, COCCCCNc1c(F)cccc1[N+](=O)[O-], [Pd]. Yields the product COCCCCNc1c(N)cccc1F. Reaction SMILES: [C:20].[CH3:18][OH:19].[F:1][c:2]1[c:3]([NH:4][CH2:5][CH2:6][CH2:7][CH2:8][O:9][CH3:10])[c:11]([N+:15]([O-:16])=[O:17])[cH:12][cH:13][cH:14]1.[Pd:21]>>[F:1][c:2]1[c:3]([NH:4][CH2:5][CH2:6][CH2:7][CH2:8][O:9][CH3:10])[c:11]([NH2:15])[cH:12][cH:13][cH:14]1. Starting materials: [H][H] (hydrogen), C(C)(C)(C)OC(=O)N1C[C@H](CC1)S ((S)-3-mercapto-pyrrolidine-1-carboxylic acid tert-butyl ester), FC=1C(=C2CC(NC2=CC1)=O)/C(=C/C(C=1NC=CC1)=O)/I ((Z)-5-fluoro-4-[1-iodo-3-oxo-3-(1H-pyrrol-2-yl)-propenyl]-1,3-dihydro-indol-2-one), [H-].[Na+] (NaH). Conditions: temperature 120 celsius. Yields the product C(C)(C)(C)OC(=O)N1C[C@H](CC1)SC=1C=C(C=2C(NC3=CC=C(C1C23)F)=O)C=2NC=CC2 ((S)-3-[6-fluoro-2-oxo-3-(1H-pyrrol-2-yl)-1,2-dihydro-benzo[cd]indol-5-ylsulfanyl]-pyrrolidine-1-carboxylic acid tert-butyl ester). As a reaction SMILES: [C:1]([O:5][C:6]([N:8]1[CH2:12][CH2:11][C@H:10]([SH:13])[CH2:9]1)=[O:7])([CH3:4])([CH3:3])[CH3:2].[F:14][C:15]1[C:16](/[C:25](/I)=[CH:26]/[C:27](=O)[C:28]2[NH:29][CH:30]=[CH:31][CH:32]=2)=[C:17]2[C:21](=[CH:22][CH:23]=1)[NH:20][C:19](=[O:24])[CH2:18]2.[H-].[Na+].[H][H]>>[C:1]([O:5][C:6]([N:8]1[CH2:12][CH2:11][C@H:10]([S:13][C:25]2[CH:26]=[C:27]([C:28]3[NH:29][CH:30]=[CH:31][CH:32]=3)[C:18]3[C:19](=[O:24])[NH:20][C:21]4[C:17]=3[C:16]=2[C:15]([F:14])=[CH:23][CH:22]=4)[CH2:9]1)=[O:7])([CH3:4])([CH3:2])[CH3:3] |f:2.3|. Reported procedure: To a mixture of (S)-3-mercapto-pyrrolidine-1-carboxylic acid tert-butyl ester (from Example 55 above) (1.35 g, 5.81 mmol) and (Z)-5-fluoro-4-[1-iodo-3-oxo-3-(1H-pyrrol-2-yl)-propenyl]-1,3-dihydro-indol-2-one (from Example 8 above) (100 mg, 0.20 mmol) was added NaH (48 mg, 2.01 mmol) in small portions at room temperature. After the evolution of hydrogen ceased, the mixture was heated to 120° C. for 1 hour then cooled and partitioned between ethyl acetate and water. The water layer was extracted w... The reactants are CC(=O)[O-], CCO, O=Cc1cccc(Cl)c1, Cl, NO, [Na+]. The product is ON=Cc1cccc(Cl)c1. Reaction SMILES: [CH3:14][C:15](=[O:16])[O-:17].[CH3:18][CH2:19][OH:20].[Cl:1][c:2]1[cH:3][c:4]([CH:5]=[O:6])[cH:7][cH:8][cH:9]1.[ClH:10].[NH2:11][OH:12].[Na+:13]>>[Cl:1][c:2]1[cH:3][c:4]([CH:5]=[N:11][OH:12])[cH:7][cH:8][cH:9]1. Starting materials: Cl.NN1C(CCC1)=O (1-aminopyrrolidin-2-one hydrochloride), C(C)OC(CC(=O)C1=NC(=CC=C1)C)=O (3-(6-methyl-pyridin-2-yl)-3-oxo-propionic acid ethyl ester), N1=CC=CC=C1 (pyridine). Run in O (water). Run at time 20 hour. The product is C(C)OC(CC(=NN1C(CCC1)=O)C1=NC(=CC=C1)C)=O (3-(6-Methyl-pyridin-2-yl)-3-(2-oxo-pyrrolidin-1-ylimino)-propionic Acid Ethyl Ester). Reaction SMILES: Cl.[NH2:2][N:3]1[CH2:7][CH2:6][CH2:5][C:4]1=[O:8].[CH2:9]([O:11][C:12](=[O:23])[CH2:13][C:14]([C:16]1[CH:21]=[CH:20][CH:19]=[C:18]([CH3:22])[N:17]=1)=O)[CH3:10].N1C=CC=CC=1>O>[CH2:9]([O:11][C:12](=[O:23])[CH2:13][C:14]([C:16]1[CH:21]=[CH:20][CH:19]=[C:18]([CH3:22])[N:17]=1)=[N:2][N:3]1[CH2:7][CH2:6][CH2:5][C:4]1=[O:8])[CH3:10] |f:0.1|. Reported procedure: Add 1-aminopyrrolidin-2-one hydrochloride (Zubek, A. Z. Chem. 1969, 9(2), 58; 99.4 g, 0.73 mol) to a 3 L flask equipped with mechanical stirrer and nitrogen inlet. Add 3-(6-methyl-pyridin-2-yl)-3-oxo-propionic acid ethyl ester (Preparation 1, Part A; 154 g, 0.66 mol), then pyridine (280 mL). Stir the reaction mixture at room temperature for 20 h. Dilute the mixture with water (200 mL) and extract with toluene (2×250 mL). Combine the organic layers, filter, and concentrate in vacuo to yield the s... The reactants are P(=O)([O-])([O-])[O-].[K+].[K+].[K+] (potassium phosphate), NC1=NC=C(C=N1)B(O)O (2-aminopyrimidin-5-ylboronic acid), C(CC)O (n-propanol), ClC=1N=C(C2=C(N1)C(=C(S2)CN2CCN(CC2)C([C@H](C)O)=O)C)N2CCOCC2 ((S)-1-(4-((2-chloro-7-methyl-4-morpholinothieno[3,2-d]pyrimidin-6-yl)methyl)piperazin-1-yl)-2-hydroxypropan-1-one), C(CC)O (n-propanol), crude product. Reagents/catalysts: C1=CC=C(C=C1)P(C2=CC=CC=C2)C3=CC=CC=C3.C1=CC=C(C=C1)P(C2=CC=CC=C2)C3=CC=CC=C3.Cl[Pd]Cl (Bis(triphenylphosphine)palladium (II) chloride). Solvent: O (water). Reaction SMILES: Cl[C:2]1[N:3]=[C:4]([N:24]2[CH2:29][CH2:28][O:27][CH2:26][CH2:25]2)[C:5]2[S:10][C:9]([CH2:11][N:12]3[CH2:17][CH2:16][N:15]([C:18](=[O:22])[C@@H:19]([OH:21])[CH3:20])[CH2:14][CH2:13]3)=[C:8]([CH3:23])[C:6]=2[N:7]=1.C(O)CC.[NH2:34][C:35]1[N:40]=[CH:39][C:38](B(O)O)=[CH:37][N:36]=1.P([O-])([O-])([O-])=O.[K+].[K+].[K+]>C1C=CC(P(C2C=CC=CC=2)C2C=CC=CC=2)=CC=1.C1C=CC(P(C2C=CC=CC=2)C2C=CC=CC=2)=CC=1.Cl[Pd]Cl.O>[CH3:23][C:8]1[C:6]2[N:7]=[C:2]([C:38]3[CH:37]=[N:36][C:35]([NH2:34])=[N:40][CH:39]=3)[N:3]=[C:4]([N:24]3[CH2:29][CH2:28][O:27][CH2:26][CH2:25]3)[C:5]=2[S:10][C:9]=1[CH2:11][N:12]1[CH2:17][CH2:16][N:15]([C:18]([C@@H:19]([OH:21])[CH3:20])=[O:22])[CH2:14][CH2:13]1 |f:3.4.5.6,7.8.9|. Yield: 76.0%. Procedure: (S)-1-(4-((2-chloro-7-methyl-4-morpholinothieno[3,2-d]pyrimidin-6-yl)methyl)piperazin-1-yl)-2-hydroxypropan-1-one II (22.0 g, 50.0 mmol) was charged to a suitably sized reactor, followed by n-propanol (198 mL), 2-aminopyrimidin-5-ylboronic acid III (8.30 g, 59.7 mmol) and potassium phosphate (21.3 g, 100 mmol). The resulting mixture was degassed by vacuum/argon purge three times. Bis(triphenylphosphine)palladium (II) chloride (0.053 g, 0.076 mmol) was added and the slurry was again degassed by v... Conditions: time 30 minute. Product: CC1=C(SC2=C1N=C(N=C2N3CCOCC3)C=4C=NC(=NC4)N)CN5CCN(CC5)C(=O)[C@H](C)O (GDC-0980), solid.